From a dataset of the Open Reaction Database (ORD), a public repository of structured organic reaction records. describe an organic reaction: reactants, conditions, products, and yield The reactants are C(C)(=O)O[BH-](OC(C)=O)OC(C)=O.[Na+] (sodium triacetoxyborohydride), N[C@@H](C(=O)NC1CCCC1)C(C)C ((R)-2-amino-N-cyclopentyl-3-methylbutanamide), C(=O)C1=C2C(=NC=C1)N(C=C2C(=O)OC)C(=O)OC(C)(C)C (1-tert-butyl 3-methyl 4-formyl-1H-pyrrolo[2,3-b]pyridine-1,3-dicarboxylate). Reagents/catalysts: C(C)(=O)O (acetic acid). Run in ClCCCl (DCE), ClCCCl (DCE). Reaction conditions: time 30 minute. Product: C1(CCCC1)NC([C@@H](C(C)C)NCC1=C2C(=NC=C1)N(C=C2C(=O)OC)C(=O)OC(C)(C)C)=O ((R)-1-tert-butyl 3-methyl 4-((1-(cyclopentylamino)-3-methyl-1-oxobutan-2-ylamino)methyl)-1H-pyrrolo[2,3-b]pyridine-1,3-dicarboxylate). The yield is 90.3%. Reaction SMILES: C(O[BH-](OC(=O)C)OC(=O)C)(=O)C.[Na+].[NH2:15][C@H:16]([CH:25]([CH3:27])[CH3:26])[C:17]([NH:19][CH:20]1[CH2:24][CH2:23][CH2:22][CH2:21]1)=[O:18].[CH:28]([C:30]1[CH:35]=[CH:34][N:33]=[C:32]2[N:36]([C:43]([O:45][C:46]([CH3:49])([CH3:48])[CH3:47])=[O:44])[CH:37]=[C:38]([C:39]([O:41][CH3:42])=[O:40])[C:31]=12)=O>ClCCCl.C(O)(=O)C>[CH:20]1([NH:19][C:17](=[O:18])[C@H:16]([NH:15][CH2:28][C:30]2[CH:35]=[CH:34][N:33]=[C:32]3[N:36]([C:43]([O:45][C:46]([CH3:49])([CH3:48])[CH3:47])=[O:44])[CH:37]=[C:38]([C:39]([O:41][CH3:42])=[O:40])[C:31]=23)[CH:25]([CH3:27])[CH3:26])[CH2:24][CH2:23][CH2:22][CH2:21]1 |f:0.1|. Reported procedure: A mixture of sodium triacetoxyborohydride (104 mg, 0.493 mmol) and (R)-2-amino-N-cyclopentyl-3-methylbutanamide (68.1 mg, 0.370 mmol) in DCE (2 mL) was stirred at room temperature for 30 min. The reaction mixture was cooled to 0° C. A solution of 1-tert-butyl 3-methyl 4-formyl-1H-pyrrolo[2,3-b]pyridine-1,3-dicarboxylate (75 mg, 0.246 mmol) in DCE (2 mL) was added, followed by acetic acid (1 drop). The reaction mixture was stirred at 0° C. for 30 min and then at room temperature for 3 h. Purifica...